The task is: describe an organic reaction: reactants, conditions, products, and yield. This data is from the Open Reaction Database (ORD), a public repository of structured organic reaction records. The reactants are ClC(Cl)Cl, NCCCCN, O=S(=O)(Cl)c1cccc2cnccc12. Product: NCCCCNS(=O)(=O)c1cccc2cnccc12. As a reaction SMILES: [CH:21]([Cl:22])([Cl:23])[Cl:24].[NH2:1][CH2:2][CH2:3][CH2:4][CH2:5][NH2:6].[cH:7]1[n:8][cH:9][cH:10][c:11]2[c:12]([S:17](=[O:18])(=[O:19])[Cl:20])[cH:13][cH:14][cH:15][c:16]12>>[NH2:1][CH2:2][CH2:3][CH2:4][CH2:5][NH:6][S:17]([c:12]1[c:11]2[cH:10][cH:9][n:8][cH:7][c:16]2[cH:15][cH:14][cH:13]1)(=[O:18])=[O:19]. The reactants are C=CC(=O)OCN1C(=O)NC(C)(C)C1=O, ClCCl, CC(C)(C)OCl. Product: C=CC(=O)OCN1C(=O)N(Cl)C(C)(C)C1=O. Reaction SMILES: [C:1]([CH:2]=[CH2:3])(=[O:4])[O:5][CH2:6][N:7]1[C:8](=[O:15])[NH:9][C:10]([CH3:13])([CH3:14])[C:11]1=[O:12].[CH2:22]([Cl:23])[Cl:24].[Cl:16][O:17][C:18]([CH3:19])([CH3:20])[CH3:21]>>[C:1]([CH:2]=[CH2:3])(=[O:4])[O:5][CH2:6][N:7]1[C:8](=[O:15])[N:9]([Cl:16])[C:10]([CH3:13])([CH3:14])[C:11]1=[O:12]. The reactants are O (water), CC1=NC2=C(C=CC=C2C(=C1)OC1=CC=CC=C1)Br (2-methyl-4-phenoxy-8-bromo-quinoline), CC1=C(C(=CC(=C1)C)C)B(O)O (2,4,6-tri-methyl-phenyl-boronic acid), Ba(OH)2.8H2O. Reagents/catalysts: C=1C=CC(=CC1)[P](C=2C=CC=CC2)(C=3C=CC=CC3)[Pd]([P](C=4C=CC=CC4)(C=5C=CC=CC5)C=6C=CC=CC6)([P](C=7C=CC=CC7)(C=8C=CC=CC8)C=9C=CC=CC9)[P](C=1C=CC=CC1)(C=1C=CC=CC1)C=1C=CC=CC1 (tetrakis(triphenylphosphine)palladium). The solvent is COCCOC.O (DME water). Reaction conditions: temperature 80 celsius. Yields the product CC1=NC2=C(C=CC=C2C(=C1)OC1=CC=CC=C1)C1=C(C=C(C=C1C)C)C (2-methyl-4-phenoxy-8-(2,4,6-trimethylphenyl)-quinoline). Isolated yield 72.0%. Reaction SMILES: [CH3:1][C:2]1[CH:11]=[C:10]([O:12][C:13]2[CH:18]=[CH:17][CH:16]=[CH:15][CH:14]=2)[C:9]2[C:4](=[C:5](Br)[CH:6]=[CH:7][CH:8]=2)[N:3]=1.[CH3:20][C:21]1[CH:26]=[C:25]([CH3:27])[CH:24]=[C:23]([CH3:28])[C:22]=1B(O)O.O>COCCOC.O.C1C=CC([P]([Pd]([P](C2C=CC=CC=2)(C2C=CC=CC=2)C2C=CC=CC=2)([P](C2C=CC=CC=2)(C2C=CC=CC=2)C2C=CC=CC=2)[P](C2C=CC=CC=2)(C2C=CC=CC=2)C2C=CC=CC=2)(C2C=CC=CC=2)C2C=CC=CC=2)=CC=1>[CH3:1][C:2]1[CH:11]=[C:10]([O:12][C:13]2[CH:18]=[CH:17][CH:16]=[CH:15][CH:14]=2)[C:9]2[C:4](=[C:5]([C:22]3[C:23]([CH3:28])=[CH:24][C:25]([CH3:27])=[CH:26][C:21]=3[CH3:20])[CH:6]=[CH:7][CH:8]=2)[N:3]=1 |f:3.4,^1:43,45,64,83|. Procedure details: Part C: To a solution of 5.2 g (16.5 mmol) of 2-methyl-4-phenoxy-8-bromo-quinoline in 175 ml DME-water (6:1), 3.3 g (20 mmol) of 2,4,6-tri-methyl-phenyl-boronic acid, 12.6 g (40 mmol) of Ba(OH)2.8H2O and 0.46 g (0.4 mmol) of tetrakis(triphenylphosphine)palladium were added. After heating at 80° C. for 16 hours the mixture was cooled to room temperature, water was added and the mixture was extracted with CH2Cl2. The organic layer was dried over magnesium sulphate and concentrated in vacuo. The pr... Reactants: Fc1ccc(Br)cc1C12COC(COCc3ccccc3)CC1CON2, CC(=O)O, [Zn]. The product is NC1(c2cc(Br)ccc2F)COC(COCc2ccccc2)CC1CO. RXN SMILES: [CH2:1]([c:2]1[cH:3][cH:4][cH:5][cH:6][cH:7]1)[O:8][CH2:9][CH:10]1[CH2:11][CH:12]2[C:13]([c:19]3[c:20]([F:26])[cH:21][cH:22][c:23]([Br:25])[cH:24]3)([NH:14][O:15][CH2:16]2)[CH2:17][O:18]1.[CH3:27][C:28](=[O:29])[OH:30].[Zn:31]>>[CH2:1]([c:2]1[cH:3][cH:4][cH:5][cH:6][cH:7]1)[O:8][CH2:9][CH:10]1[CH2:11][CH:12]([CH2:16][OH:15])[C:13]([NH2:14])([c:19]2[c:20]([F:26])[cH:21][cH:22][c:23]([Br:25])[cH:24]2)[CH2:17][O:18]1. The reactants are O/N=C(\C)/C1=CC=C(S1)C(=O)OC (methyl 5-[(1E)-N-hydroxyethanimidoyl]thiophene-2-carboxylate), Cl (hydrochloric acid). Reagents/catalysts: [OH-].[OH-].[Pd+2] (Pearlman's catalyst). Run in CO (methanol). Run at time 4 day. The product is Cl.NC(C)C1=CC=C(S1)C(=O)OC (methyl 5-(1-aminoethyl)thiophene-2-carboxylate hydrochloride). Isolated yield 93.1%. As a reaction SMILES: O/[N:2]=[C:3](/[C:5]1[S:9][C:8]([C:10]([O:12][CH3:13])=[O:11])=[CH:7][CH:6]=1)\[CH3:4].[ClH:14]>CO.[OH-].[OH-].[Pd+2]>[ClH:14].[NH2:2][CH:3]([C:5]1[S:9][C:8]([C:10]([O:12][CH3:13])=[O:11])=[CH:7][CH:6]=1)[CH3:4] |f:3.4.5,6.7|. Reported procedure: To a degassed solution of methyl 5-[(1E)-N-hydroxyethanimidoyl]thiophene-2-carboxylate (3.43 mg, 17.2 mmol) and hydrochloric acid (12.0 M, 1.8 mL, 22.4 mmol) in methanol (100 mL) was added Pearlman's catalyst (84.6 mg, 0.2 mmol). The resulting reaction mixture was shaken under a 60 psi atmosphere of H2 for 4 days. The catalyst was removed by filtration through celite and the solvent was removed to afford a white solid (3.55 g, 93%). LC-MS: (FA) ES+ 186) Starting materials: C1=CC=C(C=C1)CC(=O)NC2=CC(=C(C=C2)[N+](=O)[O-])C(=O)O (NIPAB), CC1([C@@H](N2[C@H](S1)[C@@H](C2=O)NC(=O)CC3=CC=CC=C3)C(=O)[O-])C.[K+] (potassium penicillin G). Run in O (water). Reaction conditions: temperature 38 celsius. Yields the product CC1([C@@H](N2[C@H](S1)[C@@H](C2=O)N)C(=O)O)C (6-APA). RXN SMILES: C1C=CC(CC(NC2C=CC([N+]([O-])=O)=C(C(O)=O)C=2)=O)=CC=1.[CH3:23][C:24]1([CH3:45])[S:28][C@@H:27]2[C@H:29]([NH:32]C(CC3C=CC=CC=3)=O)[C:30](=[O:31])[N:26]2[C@H:25]1[C:42]([O-:44])=[O:43].[K+]>O>[CH3:23][C:24]1([CH3:45])[S:28][C@@H:27]2[C@H:29]([NH2:32])[C:30](=[O:31])[N:26]2[C@H:25]1[C:42]([OH:44])=[O:43] |f:1.2|. Procedure details: 330 g of carrier-bound penicillinacylase produced according to Example 1, having an enzymatic activity of 3,410 U (NIPAB test) and 129 g of potassium penicillin G are successively added to 2,000 ml of water and stirred at 38°C. and pH 7.8 as described in Example 14. The penicillin G is completely split to 6-APA and phenylacetic acid over the course of 2 hours. The 6-APA is isolated as described in Example 14. The carrierbound penicillinacylase is employed 20 times in succession. Even after the t... Starting materials: CO, Nc1ncc(C(=O)O)cc1[N+](=O)[O-], O=S(=O)(O)O. The product is COC(=O)c1cnc(N)c([N+](=O)[O-])c1. RXN SMILES: [CH3:14][OH:15].[NH2:1][c:2]1[n:3][cH:4][c:5]([C:6](=[O:7])[OH:8])[cH:9][c:10]1[N+:11](=[O:12])[O-:13].[S:16](=[O:17])(=[O:18])([OH:19])[OH:20]>>[NH2:1][c:2]1[n:3][cH:4][c:5]([C:6]([O:7][CH3:14])=[O:8])[cH:9][c:10]1[N+:11](=[O:12])[O-:13]. The reactants are CC#N, [K+], [K+], COc1cc(C#N)c([N+](=O)[O-])cc1O, O=C([O-])[O-], CN(C)C=O, O, Cc1ccc(S(=O)(=O)OCC2CCN(C(=O)OC(C)(C)C)CC2)cc1. The product is COc1cc(C#N)c([N+](=O)[O-])cc1OCC1CCN(C(=O)OC(C)(C)C)CC1. RXN SMILES: [CH3:51][C:52]#[N:53].[K+:40].[K+:41].[N+:1](=[O:2])([O-:3])[c:4]1[c:5]([C:6]#[N:7])[cH:8][c:9]([O:13][CH3:14])[c:10]([OH:12])[cH:11]1.[O-:42][C:43]([O-:44])=[O:45].[O:46]=[CH:47][N:48]([CH3:49])[CH3:50].[OH2:54].[c:15]1([CH3:16])[cH:17][cH:18][c:19]([S:20]([O:21][CH2:25][CH:26]2[CH2:27][CH2:28][N:29]([C:32](=[O:33])[O:34][C:35]([CH3:36])([CH3:37])[CH3:38])[CH2:30][CH2:31]2)(=[O:22])=[O:23])[cH:24][cH:39]1>>[N+:1](=[O:2])([O-:3])[c:4]1[c:5]([C:6]#[N:7])[cH:8][c:9]([O:13][CH3:14])[c:10]([O:12][CH2:25][CH:26]2[CH2:27][CH2:28][N:29]([C:32](=[O:33])[O:34][C:35]([CH3:36])([CH3:37])[CH3:38])[CH2:30][CH2:31]2)[cH:11]1. Starting materials: C(C)(C)(C)N(C1=C(C=CC=C1)[N+](=O)[O-])C(=O)C(=O)OCC (N-tert-butyl-N-ethoxalyl-2-nitroaniline). Reagents/catalysts: [Pd] (Pd/C). Run in C(C)O (ethanol). Product: C(C)(C)(C)N(C1=C(C=CC=C1)N)C(=O)C(=O)OCC (N-tert-butyl-N-ethoxalyl-o-phenylenediamine). As a reaction SMILES: [C:1]([N:5]([C:15]([C:17]([O:19][CH2:20][CH3:21])=[O:18])=[O:16])[C:6]1[CH:11]=[CH:10][CH:9]=[CH:8][C:7]=1[N+:12]([O-])=O)([CH3:4])([CH3:3])[CH3:2]>C(O)C.[Pd]>[C:1]([N:5]([C:15]([C:17]([O:19][CH2:20][CH3:21])=[O:18])=[O:16])[C:6]1[CH:11]=[CH:10][CH:9]=[CH:8][C:7]=1[NH2:12])([CH3:4])([CH3:3])[CH3:2]. Reported procedure: A solution of N-tert-butyl-N-ethoxalyl-2-nitroaniline (45 g) in absolute ethanol (500 ml) was hydrogenated at standard conditions (1 atm.) using 5% Pd/C (5 g) as catalyst. The catalyst was filtered off and the solvent was removed in vacuo. This left an oil, which crystallized upon standing, m.p. 64°-65° C.